From a dataset of the Open Reaction Database (ORD), a public repository of structured organic reaction records. describe an organic reaction: reactants, conditions, products, and yield Reactants: Cl, NC1C2CC3CC1CN(C3)C2, O=C(O)c1ccc2snnc2c1. Product: Cl, O=C(NC1C2CC3CC1CN(C3)C2)c1ccc2snnc2c1. Reaction SMILES: [ClH:1].[N:2]12[CH2:3][CH:4]3[CH:5]([NH2:12])[CH:6]([CH2:7][CH:8]([CH2:9]1)[CH2:10]3)[CH2:11]2.[s:13]1[n:14][n:15][c:16]2[c:17]1[cH:18][cH:19][c:20]([C:22](=[O:23])[OH:24])[cH:21]2>>[ClH:1].[N:2]12[CH2:3][CH:4]3[CH:5]([NH:12][C:22]([c:20]4[cH:19][cH:18][c:17]5[s:13][n:14][n:15][c:16]5[cH:21]4)=[O:23])[CH:6]([CH2:7][CH:8]([CH2:9]1)[CH2:10]3)[CH2:11]2. The reactants are C(=O)(OC(C)(C)C)C(C1=CC=C(C(=O)NC2=C(C=CC=C2)NC(OC(C)(C)C)=O)C=C1)N (tert-Butyl 2-(4-(Boc-aminomethyl)benzamido)phenylcarbamate), C(Cl)Cl.C(=O)(C(F)(F)F)O (DCM TFA). Run at time 2 hour. Yields the product NCC1=CC=C(C(=O)NC2=C(C=CC=C2)N)C=C1 (4-(Aminomethyl)-N-(2-aminophenyl)benzamide). Yield: 100.0%. Reaction SMILES: C([CH:8]([NH2:32])[C:9]1[CH:31]=[CH:30][C:12]([C:13]([NH:15][C:16]2[CH:21]=[CH:20][CH:19]=[CH:18][C:17]=2[NH:22]C(=O)OC(C)(C)C)=[O:14])=[CH:11][CH:10]=1)(OC(C)(C)C)=O.C(Cl)Cl.C(O)(C(F)(F)F)=O>>[NH2:32][CH2:8][C:9]1[CH:10]=[CH:11][C:12]([C:13]([NH:15][C:16]2[CH:21]=[CH:20][CH:19]=[CH:18][C:17]=2[NH2:22])=[O:14])=[CH:30][CH:31]=1 |f:1.2|. Procedure: A solution of 391 (840 mg, 1.9 mmol) in 2:1 mixture of DCM/TFA (6 mL) was stirred at room temperature for 2 hours. The reaction mixture was concentrated in vacuo to afford the title compound as a mixture of the mono and di-TFA salt. (1.33 g, 100% yield). LRMS: (calc) 241.2; (found) 242.2 (M+H1).